This data is from the Open Reaction Database (ORD), a public repository of structured organic reaction records. The task is: describe an organic reaction: reactants, conditions, products, and yield The reactants are C1CCOC1, [Li]CCCC, CC1CCN([Si](C)(C)C(C)(C)C)C1=O, CC(C)NC(C)C, [Cl-], CI, [NH4+]. Yields the product CC1(C)CCN([Si](C)(C)C(C)(C)C)C1=O. Reaction SMILES: [CH2:31]1[O:32][CH2:33][CH2:34][CH2:35]1.[CH2:8]([Li:9])[CH2:10][CH2:11][CH3:12].[CH3:13][C:14]([CH3:15])([CH3:16])[Si:17]([N:18]1[C:19](=[O:24])[CH:20]([CH3:23])[CH2:21][CH2:22]1)([CH3:25])[CH3:26].[CH:1]([NH:2][CH:3]([CH3:4])[CH3:5])([CH3:6])[CH3:7].[Cl-:29].[I:27][CH3:28].[NH4+:30]>>[CH3:1][C:20]1([CH3:23])[C:19](=[O:24])[N:18]([Si:17]([C:14]([CH3:13])([CH3:15])[CH3:16])([CH3:25])[CH3:26])[CH2:22][CH2:21]1. Reactants: CCCCCC.C(C)(=O)OCC (hexane ethyl acetate), BrC1=C(C=CC(=C1)C(C)C)N1C=C(C2=C(C=C(N=C12)C)C)C#N (1-(2-Bromo-4-isopropylphenyl)-3-cyano-4,6-dimethyl-7-azaindole), COC(CC=O)(C)OC (acetoacetaldehyde dimethyl acetal), Cl (hydrochloric acid). Run in C(C)O (ethanol), C(C)(=O)OCC (ethyl acetate). Product: BrC1=C(C=CC(=C1)C(C)C)N1C=C(C2=CC=C(N=C12)C)C#N (1-(2-Bromo-4-isopropylphenyl)-3-cyano-6-methyl-7-azaindole). Isolated yield 9.8%. As a reaction SMILES: [Br:1][C:2]1[CH:7]=[C:6]([CH:8]([CH3:10])[CH3:9])[CH:5]=[CH:4][C:3]=1[N:11]1[C:19]2[C:14](=[C:15](C)[CH:16]=[C:17]([CH3:20])[N:18]=2)[C:13]([C:22]#[N:23])=[CH:12]1.COC(OC)(C)CC=O.Cl.CCCCCC.C(OCC)(=O)C>C(O)C.C(OCC)(=O)C>[Br:1][C:2]1[CH:7]=[C:6]([CH:8]([CH3:10])[CH3:9])[CH:5]=[CH:4][C:3]=1[N:11]1[C:19]2[C:14](=[CH:15][CH:16]=[C:17]([CH3:20])[N:18]=2)[C:13]([C:22]#[N:23])=[CH:12]1 |f:3.4|. Procedure: To a solution of 1.085 g (5.07 mmole) of the product from Example 64 (part B) and 0.80 mL (0.797 g; 6.03 mmole) of acetoacetaldehyde dimethyl acetal in 20 mL of ethanol was added 0.10 mL of conc. hydrochloric acid. The mixture was refluxed for 16 hours, then cooled and evaporated to give a dark, thick oil. TLC on silica gel with 70:30 hexane-ethyl acetate showed two major spots at Rf 0.47 and 0.41. The oil was dissolved in ethyl acetate, 20 mL silica gel powder was added, and the mixture was eva... Reactants: S(=O)(=O)(C1=CC=C(C)C=C1)Cl (TsCl), FC(COCCO)(F)F (2-(2,2,2-trifluoroethoxy)ethanol), O (water). Run in N1=CC=CC=C1 (pyridine). Conditions: time 16 hour. The product is CC1=CC=C(C=C1)S(=O)(=O)OCCOCC(F)(F)F (2-(2,2,2-trifluoroethoxy)ethyl 4-methylbenzenesulfonate). As a reaction SMILES: [F:1][C:2]([F:9])([F:8])[CH2:3][O:4][CH2:5][CH2:6][OH:7].[S:10](Cl)([C:13]1[CH:19]=[CH:18][C:16]([CH3:17])=[CH:15][CH:14]=1)(=[O:12])=[O:11].O>N1C=CC=CC=1>[CH3:17][C:16]1[CH:18]=[CH:19][C:13]([S:10]([O:7][CH2:6][CH2:5][O:4][CH2:3][C:2]([F:9])([F:8])[F:1])(=[O:12])=[O:11])=[CH:14][CH:15]=1. Procedure details: 2-(2,2,2-trifluoroethoxy)ethanol (intermediate BR) (12.7 g) was dissolved in anhydrous pyridine, then TsCl (1.3 eq) was added, and the mixture was stirred at room temperature for 16 h, after which TLC showed the reaction was complete. Then the mixture was poured into water, extracted with EA, washed with water and brine, and dried with anhydrous Na2SO4. The solvent was removed and the residue purified by column chromatography to obtain intermediate BS (0.3 g). Reactants: [Li]CCCCCC, Cn1cccn1, CC(=O)O, CC(C)OB1OC(C)(C)C(C)(C)O1, C1CCOC1, O. The product is Cn1nccc1B1OC(C)(C)C(C)(C)O1. RXN SMILES: [CH2:7]([Li:8])[CH2:9][CH2:10][CH2:11][CH2:12][CH3:13].[CH3:1][n:2]1[cH:3][cH:4][cH:5][n:6]1.[CH3:27][C:28](=[O:29])[OH:30].[CH:14]([O:15][B:18]1[O:19][C:20]([CH3:25])([CH3:26])[C:21]([CH3:23])([CH3:24])[O:22]1)([CH3:16])[CH3:17].[O:31]1[CH2:32][CH2:33][CH2:34][CH2:35]1.[OH2:36]>>[CH3:1][n:2]1[c:3]([B:18]2[O:19][C:20]([CH3:25])([CH3:26])[C:21]([CH3:23])([CH3:24])[O:22]2)[cH:4][cH:5][n:6]1. Reactants: FC=1C=C2COC(C2=CC1)=O (5-fluoro-1(3H)-isobenzofuranone), [OH-].[Na+] (sodium hydroxide), COC1=CC=C(CCl)C=C1 (4-methoxybenzyl chloride), N1N=NN=C1 (tetrazole), C(C=C)OP(N(C(C)C)C(C)C)OCC=C (bis(allyloxy)(diisopropylamino)phosphine), C(C)(C)(C)OO (tert-butyl hydroperoxide). The solvent is C(C)(=O)OCC (ethyl acetate), CCCCCC (hexane). The product is C(C=C)OP(=O)(OCC=C)OCC1=C(C(=O)OCC2=CC=C(C=C2)OC)C=CC(=C1)F (4-Methoxybenzyl 2-[[bis(allyloxy)phosphoryl]oxymethyl]-4-flourobenzoate). The yield is 46.0%. Reaction SMILES: [F:1][C:2]1[CH:3]=[C:4]2[C:8](=[CH:9][CH:10]=1)[C:7](=[O:11])[O:6][CH2:5]2.[OH-:12].[Na+].[CH3:14][O:15][C:16]1[CH:23]=[CH:22][C:19](CCl)=[CH:18][CH:17]=1.N1C=NN=N1.[CH2:29]([O:32][P:33]([O:41][CH2:42][CH:43]=[CH2:44])N(C(C)C)C(C)C)[CH:30]=[CH2:31].[C:45]([O:49]O)(C)(C)C>CCCCCC.C(OCC)(=O)C>[CH2:42]([O:41][P:33]([O:49][CH2:45][C:4]1[CH:3]=[C:2]([F:1])[CH:10]=[CH:9][C:8]=1[C:7]([O:6][CH2:5][C:19]1[CH:18]=[CH:17][C:16]([O:15][CH3:14])=[CH:23][CH:22]=1)=[O:11])([O:32][CH2:29][CH:30]=[CH2:31])=[O:12])[CH:43]=[CH2:44] |f:1.2|. Reported procedure: According to a similar procedure to that described in Example 4-(5), 5-fluoro-1(3H)-isobenzofuranone (described in Tetrahedron, 44, 4591 (1988); 1.52 g, 10 mmol) was reacted with an aqueous solution of sodium hydroxide (1.008N; 10 ml, 10 mmol), 4-methoxybenzyl chloride (1.57 g, 10 mmol), tetrazole (1.40 g, 20 mmol), bis(allyloxy)(diisopropylamino)phosphine (described in Tetrahedron Lett., 30, 4219 (1989); 3.05 g, 12.4 mmol), and tert-butyl hydroperoxide (80% di-tert-butyl peroxide solution; Merc...